Dataset: the Open Reaction Database (ORD), a public repository of structured organic reaction records. Task: describe an organic reaction: reactants, conditions, products, and yield Starting materials: N1=CC=C(C=C1)B(O)O (4-pyridylboronic acid), N1(C=NC=C1)CC=1C=CC(=NC1)Br (5-Imidazol-1-ylmethyl-2-bromopyridine). Yields the product N1(C=NC=C1)CC=1C=CC(=NC1)C1=CC=NC=C1 (5-Imidazol-1-ylmethyl-[2,4′]bipyridinyl). As a reaction SMILES: [N:1]1[CH:6]=[CH:5][C:4](B(O)O)=[CH:3][CH:2]=1.[N:10]1([CH2:15][C:16]2[CH:17]=[CH:18][C:19](Br)=[N:20][CH:21]=2)[CH:14]=[CH:13][N:12]=[CH:11]1>>[N:10]1([CH2:15][C:16]2[CH:17]=[CH:18][C:19]([C:4]3[CH:5]=[CH:6][N:1]=[CH:2][CH:3]=3)=[N:20][CH:21]=2)[CH:14]=[CH:13][N:12]=[CH:11]1. Procedure details: Synthesized using 4-pyridylboronic acid (123 mg, 1.00 mmol) and 1a (95 mg, 0.4 mmol) according to Method C. Yellow solid. Yield: 73 mg, 77%. 1H NMR (500 MHz, CDCl3): δH (ppm): 5.22 (s, 2H), 6.94 (t, J=1.3 Hz, 1H), 7.14 (brs, 1H), 7.54 (dd, J=2.5, 8.2 Hz, 1H), 7.60 (s, 1H), 7.80 (d, J=8.2 Hz, 1H), 7.88 (dd, J=1.6, 4.1 Hz, 2H), 8.64 (dd, J=0.6, 2.5 Hz, 1H), 8.73 (dd, J=1.6, 4.4 Hz, 2H); 13C NMR (CDCl3, 125 MHz): δC (ppm)=48.3, 119.3, 121.2, 130.8, 132.3, 136.2, 137.6, 149.1, 150.8, 155.1; MS (ESI)... Reactants: CC1=NOC(=C1B(O)O)C (3,5-dimethylisoxazole-4-boronic acid), BrC=1C=C(N)C=CC1 (3-bromoaniline), C(=O)([O-])[O-].[Na+].[Na+] (Na2CO3). The reagents and catalysts are C=1C=CC(=CC1)[P](C=2C=CC=CC2)(C=3C=CC=CC3)[Pd]([P](C=4C=CC=CC4)(C=5C=CC=CC5)C=6C=CC=CC6)([P](C=7C=CC=CC7)(C=8C=CC=CC8)C=9C=CC=CC9)[P](C=1C=CC=CC1)(C=1C=CC=CC1)C=1C=CC=CC1 (Pd(PPh3)4). Solvent: COCCOC (DME). Product: CC1=NOC(=C1C=1C=C(C=CC1)N)C (3-(3,5-dimethyl-isoxazol-4-yl)-phenylamine). The yield is 71.0%. RXN SMILES: [CH3:1][C:2]1[C:6](B(O)O)=[C:5]([CH3:10])[O:4][N:3]=1.Br[C:12]1[CH:13]=[C:14]([CH:16]=[CH:17][CH:18]=1)[NH2:15].C([O-])([O-])=O.[Na+].[Na+]>COCCOC.C1C=CC([P]([Pd]([P](C2C=CC=CC=2)(C2C=CC=CC=2)C2C=CC=CC=2)([P](C2C=CC=CC=2)(C2C=CC=CC=2)C2C=CC=CC=2)[P](C2C=CC=CC=2)(C2C=CC=CC=2)C2C=CC=CC=2)(C2C=CC=CC=2)C2C=CC=CC=2)=CC=1>[CH3:1][C:2]1[C:6]([C:12]2[CH:13]=[C:14]([NH2:15])[CH:16]=[CH:17][CH:18]=2)=[C:5]([CH3:10])[O:4][N:3]=1 |f:2.3.4,^1:34,36,55,74|. Procedure: 3,5-dimethylisoxazole-4-boronic acid (0.123 g, 0.872 mmol) and 3-bromoaniline (0.063 mL, 0.581 mmol) were combined in DME (2 mL) in a flame-dried, round-bottom flask. Na2CO3 (2M, 0.610 mL, 1.22 mmol) and Pd(PPh3)4 (0.02 g, 0.017 mmol) were added to the stirred solution. The reaction was refluxed overnight under argon flow, and subsequently cooled to room temperature. The solvent was removed under vacuum and the resulting residue was resuspended in CH2Cl2. The organic phase was dried over MgSO4, ... Reactants: C(C)(C)(C)OC(=O)N1CC(CC1)C1=C(C=C(C=C1)S(=O)(=O)C1=CC(=CC=C1)F)OCC(=O)OC (3-[4-(3-fluoro-benzenesulfonyl)-2-methoxycarbonylmethoxy-phenyl]-pyrrolidine-1-carboxylic acid tert-butyl ester), CN (methylamine). Conditions: temperature 90 celsius. Product: C(C)(C)(C)OC(=O)N1CC(CC1)C1=C(C=C(C=C1)S(=O)(=O)C1=CC(=CC=C1)F)OCC(NC)=O (3-[4-(3-fluoro-benzenesulfonyl)-2-methylcarbamoylmethoxy-phenyl]-pyrrolidine-1-carboxylic acid tert-butyl ester). RXN SMILES: [C:1]([O:5][C:6]([N:8]1[CH2:12][CH2:11][CH:10]([C:13]2[CH:18]=[CH:17][C:16]([S:19]([C:22]3[CH:27]=[CH:26][CH:25]=[C:24]([F:28])[CH:23]=3)(=[O:21])=[O:20])=[CH:15][C:14]=2[O:29][CH2:30][C:31](OC)=[O:32])[CH2:9]1)=[O:7])([CH3:4])([CH3:3])[CH3:2].[CH3:35][NH2:36]>>[C:1]([O:5][C:6]([N:8]1[CH2:12][CH2:11][CH:10]([C:13]2[CH:18]=[CH:17][C:16]([S:19]([C:22]3[CH:27]=[CH:26][CH:25]=[C:24]([F:28])[CH:23]=3)(=[O:20])=[O:21])=[CH:15][C:14]=2[O:29][CH2:30][C:31](=[O:32])[NH:36][CH3:35])[CH2:9]1)=[O:7])([CH3:3])([CH3:2])[CH3:4]. Procedure details: A mixture of 3-[4-(3-fluoro-benzenesulfonyl)-2-methoxycarbonylmethoxy-phenyl]-pyrrolidine-1-carboxylic acid tert-butyl ester (120 mg, prepared as described in Example 13) and methylamine (2M in THF, 1.2 mL) was heated at 90° C. in a sealed tube for 16 hours. The reaction mixture was cooled and concentrated under reduced pressure, and the crude residue was purified via flash chromatography (hexane/EtOAc, 3/7) to give 109 mg of 3-[4-(3-fluoro-benzenesulfonyl)-2-methylcarbamoylmethoxy-phenyl]-pyrro... Starting materials: C(C)N(CC)CCCC1(CCCC2=CC=CC=C12)O (diethylaminopropyl tetrahydronaphthol), [Li] (lithium), C(C)O (ethanol), CCOCC (ether), N (NH3). Run at time 0.5 hour. The product is C(C)N(C(CC)C1CCCC=2CC=CCC12)CC (1,2,3,4,5,8-hexahydro-1-diethylaminopropylnaphthalene). RXN SMILES: C(N([CH2:6][CH2:7][CH2:8][C:9]1(O)[C:18]2[C:13](=[CH:14][CH:15]=[CH:16][CH:17]=2)[CH2:12][CH2:11][CH2:10]1)CC)C.CCO[CH2:23][CH3:24].[NH3:25].[Li].[CH2:27](O)[CH3:28]>>[CH2:27]([N:25]([CH2:23][CH3:24])[CH:8]([CH:9]1[C:18]2[CH2:17][CH:16]=[CH:15][CH2:14][C:13]=2[CH2:12][CH2:11][CH2:10]1)[CH2:7][CH3:6])[CH3:28] |^1:25|. Procedure details: The crude diethylaminopropyl tetrahydronaphthol is dissolved in 100 ml. ether and added to 500 ml. of liq. NH3. The solution is treated with 15 g. of lithium in portions. After 1/2 hour, the mixture is treated slowly dropwise with absolute ethanol until the color discharges completely. After removal of NH3, the residue is cooled, treated with water and extracted with ether. The dried extracts are freed of solvent leaving crude 1,2,3,4,5,8-hexahydro-1-diethylaminopropylnaphthalene which is conver...